This data is from the Open Reaction Database (ORD), a public repository of structured organic reaction records. The task is: describe an organic reaction: reactants, conditions, products, and yield Starting materials: [H-].[Na+] (Sodium hydride), O (Water), [N+](=O)([O-])C=1C=C(NC2=NC=CC=C2C(N)=O)C=CC1 (2-(3-Nitroanilino)-3-carbamoylpyridine), C(=O)(N1C=NC=C1)N1C=NC=C1 (CDI). Run in hexanes, CCOC(=O)C.CCOCC (EtOAc Et2O), O1CCCC1 (tetrahydrofuran). Conditions: time 5 minute. The product is [N+](=O)([O-])C=1C=C(C=CC1)N1C(NC(C2=C1N=CC=C2)=O)=O (1-N-(3-nitrophenyl)pyrido[2,3-d]pyrimidine-2,4(1H,3H)-dione). Yield: 54.7%. As a reaction SMILES: [N+:1]([C:4]1[CH:5]=[C:6]([CH:17]=[CH:18][CH:19]=1)[NH:7][C:8]1[C:13]([C:14](=[O:16])[NH2:15])=[CH:12][CH:11]=[CH:10][N:9]=1)([O-:3])=[O:2].[H-].[Na+].[C:22](N1C=CN=C1)(N1C=CN=C1)=[O:23].O>O1CCCC1.CCOC(C)=O.CCOCC>[N+:1]([C:4]1[CH:5]=[C:6]([N:7]2[C:8]3[N:9]=[CH:10][CH:11]=[CH:12][C:13]=3[C:14](=[O:16])[NH:15][C:22]2=[O:23])[CH:17]=[CH:18][CH:19]=1)([O-:3])=[O:2] |f:1.2,6.7|. Procedure: 2-(3-Nitroanilino)-3-carbamoylpyridine (20 g, 77.5 mmole) was dissolved in tetrahydrofuran (2000 ml). Sodium hydride (60% dispersion in oil) (12.4 g, 310.0 mmole) was washed in hexanes and added to the solution. The solution was stirred for 5 minutes at room temperature under an inert atmosphere. To the solution, CDI (1,1'-carbonyldiimidazole) (18.8 g, 116.2 mmole) was added in a gradual manner over a period of 15 minutes, the resulting mixture was stirred at room temperature for 1 hour and subs... The product is IC=1C=C2C(C(NC2=CC1)=O)=NNC(=O)C1=CC=C(C=C1)NC(CCCCCCC(=O)O)=O (8-[(4-{(2-(5-Iodo-2-oxo-1,2-dihydro-3H-indol-3-ylidene)hydrazino]-carbonyl}phenyl)amino]-8-oxooctanoic acid). Reaction conditions: time 2.5 hour. Reported procedure: Into a suspension of methyl 8-[(4-{[2-(5-iodo-2-oxo-1,2-dihydro-3H-indol-3-ylidene)hydrazino]carbonyl}phenyl)amino]-8-oxooctanoate (420 mg, 0.73 mmol) in THF/H2O (2/1) (15 mL) was added NaOH (1.0 N, 3.6 mL). The resulting solution was stirred at rt for 2.5 hr and quenched with HCl (5 N, 2 mL). A yellow solid precipitated out. Filtration, washing with water (4×5 mL) and drying under vacuo at 70° C. for 20 hrs gave the title compound as a yellow powder (340 mg, 82%) in 99.1% purity by HPLC (MaxPlo... The reactants are IC=1C=C2C(C(NC2=CC1)=O)=NNC(=O)C1=CC=C(C=C1)NC(CCCCCCC(=O)OC)=O (methyl 8-[(4-{[2-(5-iodo-2-oxo-1,2-dihydro-3H-indol-3-ylidene)hydrazino]carbonyl}phenyl)amino]-8-oxooctanoate), [OH-].[Na+] (NaOH). The solvent is C1CCOC1.O (THF H2O). The yield is 82.8%. Reaction SMILES: [I:1][C:2]1[CH:3]=[C:4]2[C:8](=[CH:9][CH:10]=1)[NH:7][C:6](=[O:11])[C:5]2=[N:12][NH:13][C:14]([C:16]1[CH:21]=[CH:20][C:19]([NH:22][C:23](=[O:34])[CH2:24][CH2:25][CH2:26][CH2:27][CH2:28][CH2:29][C:30]([O:32]C)=[O:31])=[CH:18][CH:17]=1)=[O:15].[OH-].[Na+]>C1COCC1.O>[I:1][C:2]1[CH:3]=[C:4]2[C:8](=[CH:9][CH:10]=1)[NH:7][C:6](=[O:11])[C:5]2=[N:12][NH:13][C:14]([C:16]1[CH:17]=[CH:18][C:19]([NH:22][C:23](=[O:34])[CH2:24][CH2:25][CH2:26][CH2:27][CH2:28][CH2:29][C:30]([OH:32])=[O:31])=[CH:20][CH:21]=1)=[O:15] |f:1.2,3.4|.